This data is from the Open Reaction Database (ORD), a public repository of structured organic reaction records. The task is: describe an organic reaction: reactants, conditions, products, and yield The reactants are C(C)(=O)O[C@H]1[C@@H](C2=C1C=CC=C2)OC(C)=O (trans-1,2-diacetoxy-1,2-dihydrobenzocyclobutene), O=C1C=2C3(CC(CC2C(C=C1)=O)C(=O)OC)SCCS3 (methyl rac-1',2',3',4',5',8'-hexahydro-5',8'-dioxospiro[1,3-dithiolane-2,4'-naphthalene]-2'-carboxylate). Solvent: C=1(C(=CC=CC1)C)C (xylene). Yields the product O=C1C=2C3(CC(CC2C(C2=CC4=CC=CC=C4C=C12)=O)C(=O)OC)SCCS3 (methyl rac-1',2',3',4',5',12'-hexahydro-5',12'-dioxospiro[1,3-dithiolane-2,4'-naphthacene]-2'-carboxylate). Isolated yield 60.3%. RXN SMILES: C(O[C@@H:5]1[C:8]2[CH:9]=[CH:10][CH:11]=[CH:12][C:7]=2[C@H:6]1OC(=O)C)(=O)C.[O:17]=[C:18]1[CH:27]=[CH:26][C:25](=[O:28])[C:24]2[CH2:23][CH:22]([C:29]([O:31][CH3:32])=[O:30])[CH2:21][C:20]3([S:36][CH2:35][CH2:34][S:33]3)[C:19]1=2>C1(C)C(C)=CC=CC=1>[O:17]=[C:18]1[C:27]2[C:26](=[CH:6][C:7]3[C:8]([CH:5]=2)=[CH:9][CH:10]=[CH:11][CH:12]=3)[C:25](=[O:28])[C:24]2[CH2:23][CH:22]([C:29]([O:31][CH3:32])=[O:30])[CH2:21][C:20]3([S:33][CH2:34][CH2:35][S:36]3)[C:19]1=2. Procedure: A mixture of 70 mg (0.32 mmol) of trans-1,2-diacetoxy-1,2-dihydrobenzocyclobutene and 66 mg (0.21 mmol) of methyl rac-1',2',3',4',5',8'-hexahydro-5',8'-dioxospiro[1,3-dithiolane-2,4'-naphthalene]-2'-carboxylate [prepared as described in Example 2(A)] in 5 ml of xylene was stirred and heated under reflux under an atmosphere of nitrogen for 23 hours. The mixture was evaporated to dryness and the residue was stirred with 5 ml of diethyl ether and then filtered to give 52 mg (60%) of methyl rac-1',2... RXN SMILES: C(OC([NH:11][CH2:12][C:13]([NH:15][C@H:16]([C:24]([OH:26])=[O:25])[CH2:17][C:18]1[CH:23]=[CH:22][CH:21]=[CH:20][CH:19]=1)=[O:14])=O)C1C=CC=CC=1.[ClH:27]>CO.CN(C)C=O.[Pd]>[ClH:27].[NH2:11][CH2:12][C:13]([NH:15][C@H:16]([C:24]([OH:26])=[O:25])[CH2:17][C:18]1[CH:23]=[CH:22][CH:21]=[CH:20][CH:19]=1)=[O:14] |f:2.3,5.6|. Reactants: C(C1=CC=CC=C1)OC(=O)NCC(=O)N[C@@H](CC1=CC=CC=C1)C(=O)O (benzyloxycarbonyl-glycyl-phenylalanine), Cl (hydrochloric acid). Reagents/catalysts: [Pd] (palladium/charcoal). The product is Cl.NCC(=O)N[C@@H](CC1=CC=CC=C1)C(=O)O (Glycyl-phenylalanine-hydrochloride). Solvent: CO.CN(C=O)C (methanol dimethylformamide). Reported procedure: 23 g of benzyloxycarbonyl-glycyl-phenylalanine are dissolved in 250 ml of a methanol/dimethylformamide mixture (1:1) and submitted to hydrogenation by adding 1 g of palladium/charcoal (5% of Pd) (Pd/C) as the catalyst. The pH is kept constant at 4.5 by adding methanolic hydrochloric acid. After removal of the catalyst, the filtrate is concentrated in vacuo and the residue is precipitated from methanol by adding ether.